This data is from the Open Reaction Database (ORD), a public repository of structured organic reaction records. The task is: describe an organic reaction: reactants, conditions, products, and yield As a reaction SMILES: [NH2:1][C:2]1[C:7]([Cl:8])=[C:6]([Cl:9])[N:5]=[C:4]([C:10]([O:12][CH3:13])=[O:11])[C:3]=1I.[CH:15]([Sn](CCCC)(CCCC)CCCC)=[CH2:16]>C(OCC)(=O)C.Cl[Pd](Cl)([P](C1C=CC=CC=1)(C1C=CC=CC=1)C1C=CC=CC=1)[P](C1C=CC=CC=1)(C1C=CC=CC=1)C1C=CC=CC=1>[NH2:1][C:2]1[C:7]([Cl:8])=[C:6]([Cl:9])[N:5]=[C:4]([C:10]([O:12][CH3:13])=[O:11])[C:3]=1[CH:15]=[CH2:16] |^1:38,57|. Solvent: C(C)(=O)OCC (ethyl acetate). Procedure details: Methyl 4-amino-5,6-dichloro-3-iodopicolinate (0.5 g, 1.4 mmol), vinyltributylstannane (530 μl, 0.57 mmol, 1.8 mmol), and bis(triphenylphosphine)palladium(II) chloride (0.10 g, 0.1 mmol) were combined in nitrogen-deaerated 1,2-dichloroethane (10 mL). The reaction mixture was heated at reflux for 8 hours. The cooled reaction mixture was diluted with ethyl acetate (30 mL) and stirred with 15% KHF2 solution (10 mL) for 30 minutes. The phases were separated and the aqueous phase was extracted with et... Reactants: NC1=C(C(=NC(=C1Cl)Cl)C(=O)OC)I (Methyl 4-amino-5,6-dichloro-3-iodopicolinate), C(=C)[Sn](CCCC)(CCCC)CCCC (vinyltributylstannane), KHF2. Reagents/catalysts: Cl[Pd]([P](C1=CC=CC=C1)(C2=CC=CC=C2)C3=CC=CC=C3)([P](C4=CC=CC=C4)(C5=CC=CC=C5)C6=CC=CC=C6)Cl (bis(triphenylphosphine)palladium(II) chloride). Yields the product NC1=C(C(=NC(=C1Cl)Cl)C(=O)OC)C=C (methyl 4-amino-5,6-dichloro-3-vinylpicolinate). Isolated yield 184.6%. Reactants: CC(C)(C)P(C(C)(C)C)C(C)(C)C, C1COCCO1, CCCCCC, CC1C(c2cc(C(F)(F)F)cc(C(F)(F)F)c2)OC(=O)N1Cc1ccc(F)cc1Cl, COc1cc(F)c(C(C)C)cc1B(O)O, [K+], N#N, CC(=O)[O-], CC(=O)[O-], [OH-], [Pd+2]. Product: COc1cc(F)c(C(C)C)cc1-c1cc(F)ccc1CN1C(=O)OC(c2cc(C(F)(F)F)cc(C(F)(F)F)c2)C1C. RXN SMILES: [C:48]([P:49]([C:50]([CH3:51])([CH3:52])[CH3:53])[C:54]([CH3:55])([CH3:56])[CH3:57])([CH3:58])([CH3:59])[CH3:60].[CH2:63]1[O:64][CH2:65][CH2:66][O:67][CH2:68]1.[CH3:78][CH2:79][CH2:80][CH2:81][CH2:82][CH3:83].[F:1][C:2]([c:3]1[cH:4][c:5]([CH:13]2[CH:14]([CH3:28])[N:15]([CH2:19][c:20]3[c:21]([Cl:27])[cH:22][c:23]([F:26])[cH:24][cH:25]3)[C:16](=[O:18])[O:17]2)[cH:6][c:7]([C:9]([F:10])([F:11])[F:12])[cH:8]1)([F:29])[F:30].[F:31][c:32]1[cH:33][c:34]([O:44][CH3:45])[c:35]([B:41]([OH:42])[OH:43])[cH:36][c:37]1[CH:38]([CH3:39])[CH3:40].[K+:47].[N:61]#[N:62].[O-:70][C:71]([CH3:72])=[O:73].[O-:74][C:75]([CH3:76])=[O:77].[OH-:46].[Pd+2:69]>>[F:1][C:2]([c:3]1[cH:4][c:5]([CH:13]2[CH:14]([CH3:28])[N:15]([CH2:19][c:20]3[c:21](-[c:35]4[c:34]([O:44][CH3:45])[cH:33][c:32]([F:31])[c:37]([CH:38]([CH3:39])[CH3:40])[cH:36]4)[cH:22][c:23]([F:26])[cH:24][cH:25]3)[C:16](=[O:18])[O:17]2)[cH:6][c:7]([C:9]([F:10])([F:11])[F:12])[cH:8]1)([F:29])[F:30]. Starting materials: S(=O)(Cl)Cl (thionyl chloride), OC1=C(C2=CC=C(C=C2C=C1)C1=CC(=CC=C1)O)C=1C=C(C(=O)O)C=CC1 (3-(2-hydroxy-6-(3-hydroxyphenyl)naphthalene-1-yl)benzoic acid), CC1=NN=C(S1)N (5-methyl-1,3,4-thiadiazole-2-amine). Solvent: COCCOC (DME), ClCCl (dichloromethane). Reaction conditions: time 2 hour. Yields the product OC1=C(C2=CC=C(C=C2C=C1)C1=CC(=CC=C1)O)C=1C=C(C(=O)NC=2SC(=NN2)C)C=CC1 (3-(2-Hydroxy-6-(3-hydroxyphenyl)naphthalene-1-yl)-N-(5-methyl-1,3,4-thiadiazol-2-yl)benzamide). The yield is 47.0%. Reaction SMILES: [OH:1][C:2]1[CH:11]=[CH:10][C:9]2[C:4](=[CH:5][CH:6]=[C:7]([C:12]3[CH:17]=[CH:16][CH:15]=[C:14]([OH:18])[CH:13]=3)[CH:8]=2)[C:3]=1[C:19]1[CH:20]=[C:21]([CH:25]=[CH:26][CH:27]=1)[C:22](O)=[O:23].S(Cl)(Cl)=O.[CH3:32][C:33]1[S:37][C:36]([NH2:38])=[N:35][N:34]=1>COCCOC.ClCCl>[OH:1][C:2]1[CH:11]=[CH:10][C:9]2[C:4](=[CH:5][CH:6]=[C:7]([C:12]3[CH:17]=[CH:16][CH:15]=[C:14]([OH:18])[CH:13]=3)[CH:8]=2)[C:3]=1[C:19]1[CH:20]=[C:21]([CH:25]=[CH:26][CH:27]=1)[C:22]([NH:38][C:36]1[S:37][C:33]([CH3:32])=[N:34][N:35]=1)=[O:23]. Reported procedure: To 3-(2-hydroxy-6-(3-hydroxyphenyl)naphthalene-1-yl)benzoic acid (220 mg, 0.62 mmol, 1 eq), which is dissolved under a nitrogen atmosphere in 5 ml of dry DME, thionyl chloride (600 μl) is added, and the mixture is stirred at RT for 2 h. After the excess thionyl chloride has been removed in vacuum on a rotary evaporator, the residue is dissolved in dry THF and added dropwise to a suspension of 5-methyl-1,3,4-thiadiazole-2-amine (42.6 mg, 0.74 mmol, 1.2 eq) in dry dichloromethane cooled at 0° C. T... The reactants are Nc1cccc(Br)n1, [H-], CI, [Na+], CN(C)C=O. Yields the product CNc1cccc(Br)n1. Reaction SMILES: [Br:3][c:4]1[cH:5][cH:6][cH:7][c:8]([NH2:10])[n:9]1.[H-:2].[I:11][CH3:12].[Na+:1].[O:13]=[CH:14][N:15]([CH3:16])[CH3:17]>>[Br:3][c:4]1[cH:5][cH:6][cH:7][c:8]([NH:10][CH3:12])[n:9]1. Starting materials: COC(=O)c1ccc(C(=O)Cl)cn1, Cl, [Na+], O=C([O-])O, Nc1cc(N2CCOCC2)n2nccc2n1, c1ccncc1. The product is COC(=O)c1ccc(C(=O)Nc2cc(N3CCOCC3)n3nccc3n2)cn1. RXN SMILES: [Cl:17][C:18](=[O:19])[c:20]1[cH:21][cH:22][c:23]([C:26](=[O:27])[O:28][CH3:29])[n:24][cH:25]1.[ClH:30].[Na+:35].[O-:31][C:32]([OH:33])=[O:34].[O:1]1[CH2:2][CH2:3][N:4]([c:7]2[cH:8][c:9]([NH2:16])[n:10][c:11]3[n:12]2[n:13][cH:14][cH:15]3)[CH2:5][CH2:6]1.[cH:36]1[cH:37][cH:38][n:39][cH:40][cH:41]1>>[O:1]1[CH2:2][CH2:3][N:4]([c:7]2[cH:8][c:9]([NH:16][C:18](=[O:19])[c:20]3[cH:21][cH:22][c:23]([C:26](=[O:27])[O:28][CH3:29])[n:24][cH:25]3)[n:10][c:11]3[n:12]2[n:13][cH:14][cH:15]3)[CH2:5][CH2:6]1. The reactants are C(CC)N1C(=CC2=CC=CC=C12)C(=O)OC (methyl 1-propyl-1H-indole-2-carboxylate), C(CN)N (ethylenediamine), Cl.N1C(=NCC1)C=1N(C2=CC=CC=C2C1)CCC (2-(2-imidazolin-2-yl)-1-propyl-1H-indole hydrochloride), C[Al](C)C (trimethylaluminium). Yields the product N1C(=NCC1)C=1N(C2=CC=CC=C2C1)CCC (2-(2-Imidazolin-2-yl)-1-propyl-1H-indole). Reaction SMILES: C(N1C2C(=CC=CC=2)C=C1C(OC)=O)CC.Cl.[NH:18]1[CH2:22][CH2:21][N:20]=[C:19]1[C:23]1[N:24]([CH2:32][CH2:33][CH3:34])[C:25]2[C:30]([CH:31]=1)=[CH:29][CH:28]=[CH:27][CH:26]=2.C[Al](C)C.C(N)CN>>[NH:20]1[CH2:21][CH2:22][N:18]=[C:19]1[C:23]1[N:24]([CH2:32][CH2:33][CH3:34])[C:25]2[C:30]([CH:31]=1)=[CH:29][CH:28]=[CH:27][CH:26]=2 |f:1.2|. Reported procedure: A suspension of methyl 1H-indole-2-carboxylate (5.0 g) and sodium hydride (60% dispersion in oil, 1.3 g) in dry dimethylsulphoxide was stirred at 60° C. for 30 minutes. The reaction mixture was cooled to room temperature before adding 1-bromopropane (2.85 ml) and then heated at 60°-80° C. for 3 hours. The cooled reaction mixture was poured into dilute hydrochloric acid and extracted with diethyl ether. The combined organic extracts were washed with water, dried (MgSO4) and the solvent removed in...